This data is from the Open Reaction Database (ORD), a public repository of structured organic reaction records. The task is: describe an organic reaction: reactants, conditions, products, and yield The reactants are CN(C=O)C (Dimethylformamide), COC=1C=C2C(NC=NC2=CC1OCC1=CC=CC=C1)=O (6-methoxy-7-benzyloxy-3,4-dihydroquinazolin-4-one), S(=O)(Cl)Cl (thionyl chloride). Product: ClC1=NC=NC2=CC(=C(C=C12)OC)OC (4-chloro-6,7-dimethoxyquinazoline). Reaction SMILES: CN(C)C=O.[CH3:6][O:7][C:8]1[CH:9]=[C:10]2[C:15](=[CH:16][C:17]=1[O:18][CH2:19]C1C=CC=CC=1)[N:14]=[CH:13][NH:12][C:11]2=O.S(Cl)([Cl:29])=O>>[Cl:29][C:11]1[C:10]2[C:15](=[CH:16][C:17]([O:18][CH3:19])=[C:8]([O:7][CH3:6])[CH:9]=2)[N:14]=[CH:13][N:12]=1. Procedure details: Dimethylformamide (0.2 ml) was added dropwise to a solution of 6-methoxy-7-benzyloxy-3,4-dihydroquinazolin-4-one (5.00 g, 17.9 mmol) in thionyl chloride (100 ml) and the reaction was heated at reflux for 1 hour. The reaction was cooled, excess thionyl chloride was removed in vacuo and the residue was azeotroped with toluene (3×50 ml) to remove the last of the thionyl chloride. The residue was taken up in dichloromethane (550 ml), the solution was washed with saturated aqueous sodium hydrogen car... The yield is 90.0%. Reactants: [N+](=O)([O-])C1=CC=C(C=C1)N1CCNCC1 (1-(4-nitrophenyl)-piperazine), N1=CC(=CC=C1)S(=O)(=O)Cl (pyridine-3-sulfonyl chloride). The solvent is N1=CC=CC=C1 (pyridine), C1CCOC1 (THF). Conditions: time 2 hour. The product is [N+](=O)([O-])C1=CC=C(C=C1)N1CCN(CC1)S(=O)(=O)C=1C=NC=CC1 (1-(4-nitrophenyl)-4-(pyridine-3-sulfonyl)-piperazine). Yield: 38.7%. Reaction SMILES: [N+:1]([C:4]1[CH:9]=[CH:8][C:7]([N:10]2[CH2:15][CH2:14][NH:13][CH2:12][CH2:11]2)=[CH:6][CH:5]=1)([O-:3])=[O:2].[N:16]1[CH:21]=[CH:20][CH:19]=[C:18]([S:22](Cl)(=[O:24])=[O:23])[CH:17]=1>N1C=CC=CC=1.C1COCC1>[N+:1]([C:4]1[CH:5]=[CH:6][C:7]([N:10]2[CH2:15][CH2:14][N:13]([S:22]([C:18]3[CH:17]=[N:16][CH:21]=[CH:20][CH:19]=3)(=[O:24])=[O:23])[CH2:12][CH2:11]2)=[CH:8][CH:9]=1)([O-:3])=[O:2]. Reported procedure: To a solution of 1-(4-nitrophenyl)-piperazine (2.50 g, 12.1 mmol) in pyridine (15 mL) was added a solution of pyridine-3-sulfonyl chloride (2.78 g, 15.7 mmol) in THF (30 mL) under an argon atmosphere at 0° C. The reaction was warmed to r.t. and stirred for 2 h, before the mixture was evaporated to dryness. The residue was partitioned between water and dichloromethane, the organic layer separated and washed successively with sat. sodium bicarbonate solution, water and brine. The organics were dri... Starting materials: C(C)OC=1C=C(C=CC1OCC)C=1SC=C(N1)C1=CC(=C(C=C1)OCOC)C(=O)O (2-(3,4-diethoxyphenyl)-4-(3-carboxy-4-methoxymethoxyphenyl)thiazole), [H-].[Na+] (sodium hydride), BrCCCCCCCCC (1-bromononane). The solvent is CN(C=O)C (dimethylformamide). Run at time 14 hour. Yields the product C(C)OC=1C=C(C=CC1OCC)C=1SC=C(N1)C1=CC(=C(C=C1)OCOC)C(=O)OCCCCCCCCC (2-(3,4-diethoxyphenyl)-4-(3-nonyloxycarbonyl-4-methoxymethoxyphenyl)thiazole). Isolated yield 43.8%. As a reaction SMILES: [CH2:1]([O:3][C:4]1[CH:5]=[C:6]([C:13]2[S:14][CH:15]=[C:16]([C:18]3[CH:23]=[CH:22][C:21]([O:24][CH2:25][O:26][CH3:27])=[C:20]([C:28]([OH:30])=[O:29])[CH:19]=3)[N:17]=2)[CH:7]=[CH:8][C:9]=1[O:10][CH2:11][CH3:12])[CH3:2].[H-].[Na+].Br[CH2:34][CH2:35][CH2:36][CH2:37][CH2:38][CH2:39][CH2:40][CH2:41][CH3:42]>CN(C)C=O>[CH2:1]([O:3][C:4]1[CH:5]=[C:6]([C:13]2[S:14][CH:15]=[C:16]([C:18]3[CH:23]=[CH:22][C:21]([O:24][CH2:25][O:26][CH3:27])=[C:20]([C:28]([O:30][CH2:34][CH2:35][CH2:36][CH2:37][CH2:38][CH2:39][CH2:40][CH2:41][CH3:42])=[O:29])[CH:19]=3)[N:17]=2)[CH:7]=[CH:8][C:9]=1[O:10][CH2:11][CH3:12])[CH3:2] |f:1.2|. Reported procedure: In 5 ml of dimethylformamide was dissolved 600 mg of 2-(3,4-diethoxyphenyl)-4-(3-carboxy-4-methoxymethoxyphenyl)thiazole. Thereto was added 56 mg of sodium hydride and 290 mg of 1-bromononane. The mixture was stirred at room temperature for 14 hours. The solvent was removed by distillation. To the residue were added 80 ml of dichloromethane and 30 ml of a 10% aqueous sodium hydroxide solution, and phase separation was conducted. The dichloromethane portion was washed with 20 ml of a saturated aq...